Dataset: the Open Reaction Database (ORD), a public repository of structured organic reaction records. Task: describe an organic reaction: reactants, conditions, products, and yield The reactants are C1(CCCC1)OS(=O)(=O)C (methanesulfonic acid cyclopentyl ester), C([O-])([O-])=O.[K+].[K+] (potassium carbonate), FC1=CC=C(C(C=O)=C1)O (5-fluoro salicylaldehyde). Run in CN(C=O)C (dimethylformamide). Yields the product C1(CCCC1)OC1=C(C=O)C=C(C=C1)F (2-cyclopentyloxy-5-fluoro-benzaldehyde). Reaction SMILES: [F:1][C:2]1[CH:9]=[C:6]([CH:7]=[O:8])[C:5]([OH:10])=[CH:4][CH:3]=1.[CH:11]1(OS(C)(=O)=O)[CH2:15][CH2:14][CH2:13][CH2:12]1.C(=O)([O-])[O-].[K+].[K+]>CN(C)C=O>[CH:11]1([O:10][C:5]2[CH:4]=[CH:3][C:2]([F:1])=[CH:9][C:6]=2[CH:7]=[O:8])[CH2:15][CH2:14][CH2:13][CH2:12]1 |f:2.3.4|. Procedure: In a manner similar to the method described in Example 4a, 5-fluoro salicylaldehyde (Aldrich) reacted with methanesulfonic acid cyclopentyl ester prepared in Example 133a and potassium carbonate in dimethylformamide to give a pale yellow oil. The reactants are C(C1=CC=CC=C1)OC(=O)N1[C@@H](CCC1)C(NC1=CC(=CC=C1)B1OC(C(O1)(C)C)(C)C)=O ((S)-2-[3-(4,4,5,5-tetramethyl-[1,3,2]dioxaborolan-2-yl)-phenylcarbamoyl]-pyrrolidine-1-carboxylic acid benzyl ester), BrC=1C=C(C#N)C=CC1 (3-bromo-benzonitrile), Pd[P(Ph)3]4, CN(C)C=O (DMF). Solvent: CO (methanol), C(=O)(O)[O-].[Na+] (NaHCO3). Run at temperature 70 celsius. Yields the product C(C1=CC=CC=C1)OC(=O)N1[C@@H](CCC1)C(NC=1C=C(C=CC1)C1=CC(=CC=C1)C#N)=O ((S)-2-(3′-Cyano-biphenyl-3-ylcarbamoyl)-pyrrolidine-1-carboxylic acid benzyl ester). As a reaction SMILES: [CH2:1]([O:8][C:9]([N:11]1[CH2:15][CH2:14][CH2:13][C@H:12]1[C:16](=[O:33])[NH:17][C:18]1[CH:23]=[CH:22][CH:21]=[C:20](B2OC(C)(C)C(C)(C)O2)[CH:19]=1)=[O:10])[C:2]1[CH:7]=[CH:6][CH:5]=[CH:4][CH:3]=1.Br[C:35]1[CH:36]=[C:37]([CH:40]=[CH:41][CH:42]=1)[C:38]#[N:39].CN(C=O)C>CO.C([O-])(O)=O.[Na+]>[CH2:1]([O:8][C:9]([N:11]1[CH2:15][CH2:14][CH2:13][C@H:12]1[C:16](=[O:33])[NH:17][C:18]1[CH:19]=[C:20]([C:35]2[CH:42]=[CH:41][CH:40]=[C:37]([C:38]#[N:39])[CH:36]=2)[CH:21]=[CH:22][CH:23]=1)=[O:10])[C:2]1[CH:3]=[CH:4][CH:5]=[CH:6][CH:7]=1 |f:4.5|. Procedure details: A solution of (S)-2-[3-(4,4,5,5-tetramethyl-[1,3,2]dioxaborolan-2-yl)-phenylcarbamoyl]-pyrrolidine-1-carboxylic acid benzyl ester (90.4 mg, 0.20 mmol), 3-bromo-benzonitrile (37.5 mg, 0.21 mmol), and Pd[P(Ph)3]4 (15.9 mg, 6.9 mol %) in methanol (2 mL), NaHCO3 (sat. aq., 300 μL), and DMF (400 μL) was degassed and heated to 70° C. overnight in a sealed vial. The reaction was cooled, filtered, and purified by reverse phase HPLC to give the desired product. Yield 11.7 mg. MS: 426.1 (M+H+); H1 NMR (DM...